Dataset: the Open Reaction Database (ORD), a public repository of structured organic reaction records. Task: describe an organic reaction: reactants, conditions, products, and yield Reactants: C(C)(=O)OCC([C@@]12[C@@H](C[C@H]3[C@@H]4CCC5=CC(C=C[C@]5(C)[C@]4([C@H](C[C@]13C)O)F)=O)OCO2)=O (21-acetoxy-9α-fluoro-11β-hydroxy-16α,17α-methylenedioxy-1,4-pregnadiene-3,20-dione). Reported procedure: 18.0 g of 21-acetoxy-9α-fluoro-11β-hydroxy-16α,17α-methylenedioxy-1,4-pregnadiene-3,20-dione is stirred in a mixture of 216 ml of 60% perchloric acid and 720 ml of methanol at room temperature for 18 hours. The reaction solution is diluted with methylene chloride and poured on water. After extraction with methylene chloride, neutralizing, washing, drying, and concentration of the organic extracts, 14.0 g of a crude product is obtained which is recrystallized from hexane/acetone, yielding 10.6 g ... RXN SMILES: C([O:4][CH2:5][C:6](=[O:32])[C@@:7]12[O:31][CH2:30][O:29][C@@H:8]1[CH2:9][C@@H:10]1[C@:24]2([CH3:25])[CH2:23][C@H:22]([OH:26])[C@@:21]2([F:27])[C@H:11]1[CH2:12][CH2:13][C:14]1[C@:19]2([CH3:20])[CH:18]=[CH:17][C:16](=[O:28])[CH:15]=1)(=O)C>Cl(O)(=O)(=O)=O.CO.C(Cl)Cl>[F:27][C@:21]12[C@@H:22]([OH:26])[CH2:23][C@@:24]3([CH3:25])[C@@H:10]([CH2:9][C@H:8]4[O:29][CH2:30][O:31][C@:7]43[C:6](=[O:32])[CH2:5][OH:4])[C@@H:11]1[CH2:12][CH2:13][C:14]1[C@:19]2([CH3:20])[CH:18]=[CH:17][C:16](=[O:28])[CH:15]=1. The product is F[C@@]12[C@]3(C=CC(C=C3CC[C@H]1[C@@H]1C[C@@H]3[C@](C(CO)=O)([C@]1(C[C@@H]2O)C)OCO3)=O)C (9α-fluoro-11β,21-dihydroxy-16α,17α-methylenedioxy-1,4-pregnadiene-3,20-dione). Isolated yield 65.0%. Solvent: Cl(=O)(=O)(=O)O (perchloric acid), CO (methanol), C(Cl)Cl (methylene chloride). Reactants: Cc1nnc(CCl)o1, [K+], [K+], COC(=O)CCC(C(N)=O)N1Cc2c(O)cccc2C1=O, O=C([O-])[O-], CN(C)C=O. Yields the product COC(=O)CCC(C(N)=O)N1Cc2c(OCc3nnc(C)o3)cccc2C1=O. As a reaction SMILES: [Cl:1][CH2:2][c:3]1[o:4][c:5]([CH3:8])[n:6][n:7]1.[K+:30].[K+:31].[NH2:9][C:10]([CH:11]([CH2:12][CH2:13][C:14](=[O:15])[O:16][CH3:17])[N:18]1[C:19](=[O:28])[c:20]2[cH:21][cH:22][cH:23][c:24]([OH:27])[c:25]2[CH2:26]1)=[O:29].[O-:32][C:33]([O-:34])=[O:35].[O:36]=[CH:37][N:38]([CH3:39])[CH3:40]>>[CH2:2]([c:3]1[o:4][c:5]([CH3:8])[n:6][n:7]1)[O:27][c:24]1[cH:23][cH:22][cH:21][c:20]2[c:25]1[CH2:26][N:18]([CH:11]([C:10]([NH2:9])=[O:29])[CH2:12][CH2:13][C:14](=[O:15])[O:16][CH3:17])[C:19]2=[O:28]. Reactants: Cl.NC1=NC2=C(N1)C=C(C=C2)N2C(C=CC2=O)=O (1-(2-amino-1H-benzo[d]imidazol-6-yl)-1H-pyrrole-2,5-dione hydrochloride), NC=1C=CC2=C(N(C(=N2)N(C(=O)OC(C)(C)C)C(=O)OC(C)(C)C)C(=O)OC(C)(C)C)C1 (tert-butyl 6-amino-2-(bis(tert-butoxycarbonyl)amino)-1H-benzo[d]imidazole-1-carboxylate), C(C=CCCCCCCCCC)C1C(=O)OC(C1)=O ((2-dodecen-1-yl)succinic anhydride). The product is NC1=NC2=C(N1)C=C(C=C2)N2C(C(CC2=O)C\C=C/CCCCCCCCC)=O ((Z)-1-(2-amino-1H-benzo[d]imidazol-6-yl)-3-(dodec-2-enyl)pyrrolidine-2,5-dione). The yield is 91.0%. RXN SMILES: Cl.[NH2:2][C:3]1[NH:7][C:6]2[CH:8]=[C:9]([N:12]3[C:16](=[O:17])[CH:15]=[CH:14][C:13]3=[O:18])[CH:10]=[CH:11][C:5]=2[N:4]=1.NC1C=CC2N=C(N(C(OC(C)(C)C)=O)C(OC(C)(C)C)=O)N(C(OC(C)(C)C)=O)C=2C=1.[CH2:51]([CH:63]1CC(=O)O[C:64]1=O)[CH:52]=[CH:53][CH2:54][CH2:55][CH2:56][CH2:57][CH2:58][CH2:59][CH2:60]CC>>[NH2:2][C:3]1[NH:7][C:6]2[CH:8]=[C:9]([N:12]3[C:13](=[O:18])[CH2:14][CH:15]([CH2:64]/[CH:63]=[CH:51]\[CH2:52][CH2:53][CH2:54][CH2:55][CH2:56][CH2:57][CH2:58][CH2:59][CH3:60])[C:16]3=[O:17])[CH:10]=[CH:11][C:5]=2[N:4]=1 |f:0.1|. Procedure: Following the same procedure to synthesize 1-(2-amino-1H-benzo[d]imidazol-6-yl)-1H-pyrrole-2,5-dione hydrochloride, tert-butyl 6-amino-2-(bis(tert-butoxycarbonyl)amino)-1H-benzo[d]imidazole-1-carboxylate (0.161 g, 0.359 mmol) was reacted with (2-dodecen-1-yl)succinic anhydride (0.096 g, 0.359 mmol) to give the title product (0.142 g, 91% yield) as a yellow solid. 1H NMR (300 MHz, CD3OD) δ 7.46 (d, 1H), 7.28 (s, 1H), 7.19 (d, 1H), δ 5.62 (m, 1H), δ 5.47 (m, 1H), δ 3.19 (t, 1H), δ 2.99 (t, 1H), δ ... Starting materials: [Se](=O)=O (Selenium dioxide), O1CCOCC1 (dioxane), CC(=O)C1=CC(=CC(=C1)Cl)Cl (3,5-Dichloroacetophenone). Conditions: temperature 50 celsius. Product: ClC=1C=C(C=C(C1)Cl)C(C(=O)O)=O ((3,5-Dichlorophenyl)(oxo)acetic acid). RXN SMILES: [Se](=O)=[O:2].CC([C:7]1[CH:12]=[C:11]([Cl:13])[CH:10]=[C:9]([Cl:14])[CH:8]=1)=O.[O:15]1[CH2:20][CH2:19][O:18]CC1>>[Cl:13][C:11]1[CH:12]=[C:7]([C:19](=[O:18])[C:20]([OH:15])=[O:2])[CH:8]=[C:9]([Cl:14])[CH:10]=1. Procedure: Selenium dioxide (30.0 g 270 mmol) was dissolved in dioxane (450 mL) and warmed to 50° C. 3,5-Dichloroacetophenone (30.0 g, 158 mmol) was added at this temperature and the resulting mixture was refluxed for 4 h. After completion of the reaction, the mixture was filtered through celite and concentrated in vacuo. (3,5-Dichlorophenyl)(oxo)acetic acid was isolated and purified by column chromatography, eluting with ethyl acetate/hexane mixtures (28 g, 80%).